From a dataset of the Open Reaction Database (ORD), a public repository of structured organic reaction records. describe an organic reaction: reactants, conditions, products, and yield Starting materials: NC1=NC(=CC(=N1)Cl)N[C@H]1C=C[C@H](C1)CO ((+)-cis-4-[(2-Amino-4-chloro-6-pyrimidinyl)amino]-2-cyclopentene-1-methanol), O.O.O.C(C)(=O)[O-].[Na+] (sodium acetate trihydrate), ClC1=CC=C(N)C=C1 (4-chloroaniline), Cl (hydrochloric acid), N(=O)[O-].[Na+] (sodium nitrite). The solvent is C(C)(=O)O (acetic acid), O (water). The product is [Cl-].ClC1=CC=C(C=C1)[N+]#N (4-chlorobenzenediazonium chloride), NC1=NC(=C(C(=N1)N[C@H]1C=C[C@H](C1)CO)N=NC1=CC=C(C=C1)Cl)Cl ((±)-cis-4-[[2-Amino-6-chloro-5-[(4-chlorophenyl)azo]-4-pyrimidinyl]-amino]-2-cyclopentene-1-methanol). The yield is 6623.7%. As a reaction SMILES: [NH2:1][C:2]1[N:7]=[C:6]([Cl:8])[CH:5]=[C:4]([NH:9][C@@H:10]2[CH2:14][C@H:13]([CH2:15][OH:16])[CH:12]=[CH:11]2)[N:3]=1.O.O.O.C([O-])(=O)C.[Na+].[Cl:25][C:26]1[CH:32]=[CH:31][C:29]([NH2:30])=[CH:28][CH:27]=1.Cl.[N:34]([O-])=O.[Na+]>C(O)(=O)C.O>[Cl-:8].[Cl:25][C:26]1[CH:32]=[CH:31][C:29]([N+:30]#[N:1])=[CH:28][CH:27]=1.[NH2:1][C:2]1[N:3]=[C:4]([NH:9][C@@H:10]2[CH2:14][C@H:13]([CH2:15][OH:16])[CH:12]=[CH:11]2)[C:5]([N:34]=[N:30][C:29]2[CH:31]=[CH:32][C:26]([Cl:25])=[CH:27][CH:28]=2)=[C:6]([Cl:8])[N:7]=1 |f:1.2.3.4.5,8.9,12.13|. Procedure details: (±)-cis-4-[(2-Amino-4-chloro-6-pyrimidinyl)amino]-2-cyclopentene-1-methanol from Example 1 (11.58 g, 48 1 mmol) and sodium acetate trihydrate (97 g) were dissolved in glacial acetic acid (225 mL) and water (225 mL). A cold solution (0.5° C.) of 4-chlorobenzenediazonium chloride was prepared from 4-chloroaniline (6.74 g, 52.8 mol), concentrated hydrochloric acid (14.7 mL) water (52 mL), and sodium nitrite (4.01 g, 58.2 mmol in 47 mL of water). Tbis cold solution was added dropwise over 5 minutes ... Reactants: FC=1C=CC(=C(C1)CCC(CCC=C)O)OC (7-(5′-Fluoro-2′-methoxyphenyl)hept-1-en-5-ol), BrN1C(CCC1=O)=O (N-bromosuccinimide). The solvent is C(Cl)Cl (CH2Cl2). Conditions: time 12 hour. Product: BrCC1OC(CC1)CCC1=C(C=CC(=C1)F)OC (2-(Bromomethyl)-5-(2′-methoxy-5′-fluorophenethyl)tetrahydrofuran). RXN SMILES: [F:1][C:2]1[CH:3]=[CH:4][C:5]([O:16][CH3:17])=[C:6]([CH2:8][CH2:9][CH:10]([OH:15])[CH2:11][CH2:12][CH:13]=[CH2:14])[CH:7]=1.[Br:18]N1C(=O)CCC1=O>C(Cl)Cl>[Br:18][CH2:14][CH:13]1[CH2:12][CH2:11][CH:10]([CH2:9][CH2:8][C:6]2[CH:7]=[C:2]([F:1])[CH:3]=[CH:4][C:5]=2[O:16][CH3:17])[O:15]1. Reported procedure: To a solution of 8 (3.24 g, 18.0 mmol) in dry CH2Cl2 (50 mL) at 0° C. was added N-bromosuccinimide (3.56 g, 20.0 mmol) portion-wise and the reaction was warmed to room temperature and stirred for 12 h. Solvent was then removed in vacuo and the product was purified by flash column chromatography (EtOAc/hexane, 5:95, v:v, Rf=0.1) and resulted in a colorless oil as a 2:1 mixture of trans:cis diastereomers; 1H NMR (CDCl3, 500 MHz): δ 6.86-6.81 (m, 2 H), 6.72 (dd, J=4.6, 8.6 Hz, 1 H), 4.22 (m, 1 H), ... Starting materials: COc1ccc(COCCCC2(c3ccccc3)CC(C)N(C(C)c3ccc(CC(C)(C)O)cc3)C(=O)O2)cc1, ClCCl, O. Yields the product COc1ccc(COCCCC2(c3ccccc3)CCN(C(C)c3ccc(CC(C)(C)O)cc3)C(=O)O2)cc1. Reaction SMILES: [CH3:1][CH:2]1[N:3]([CH:28]([CH3:29])[c:30]2[cH:31][cH:32][c:33]([CH2:36][C:37]([CH3:38])([CH3:39])[OH:40])[cH:34][cH:35]2)[C:4](=[O:27])[O:5][C:6]([c:8]2[cH:9][cH:10][cH:11][cH:12][cH:13]2)([CH2:14][CH2:15][CH2:16][O:17][CH2:18][c:19]2[cH:20][cH:21][c:22]([O:25][CH3:26])[cH:23][cH:24]2)[CH2:7]1.[Cl:41][CH2:42][Cl:43].[OH2:44]>>[CH2:2]1[N:3]([CH:28]([CH3:29])[c:30]2[cH:31][cH:32][c:33]([CH2:36][C:37]([CH3:38])([CH3:39])[OH:40])[cH:34][cH:35]2)[C:4](=[O:27])[O:5][C:6]([c:8]2[cH:9][cH:10][cH:11][cH:12][cH:13]2)([CH2:14][CH2:15][CH2:16][O:17][CH2:18][c:19]2[cH:20][cH:21][c:22]([O:25][CH3:26])[cH:23][cH:24]2)[CH2:7]1.